Dataset: the Open Reaction Database (ORD), a public repository of structured organic reaction records. Task: describe an organic reaction: reactants, conditions, products, and yield Reactants: CC1=NC=C(C(=C1O)CO)C(C1=CC=C(C=C1)Cl)OC(C)=O ((+)-2-methyl-3-hydroxy-4- hydroxymethyl-5-[4-chloro-α-acetoxybenzyl]pyridine), C1(=CC=C(C=C1)S(=O)(=O)Cl)C (p-toluene sulphonyl chloride), N1=CC=CC=C1 (pyridine). Solvent: C(Cl)Cl (methylene chloride). Run at time 18 hour. The product is CC1=NC=C(C(=C1O)COS(=O)(=O)C1=CC=C(C)C=C1)C(C1=CC=C(C=C1)Cl)O ((+)-2-methyl-3-hydroxy-4-tosyloxymethyl-5-[4-chloro-α-hydroxybenzyl]pyridine). The yield is 59.4%. Reaction SMILES: [CH3:1][C:2]1[C:7]([OH:8])=[C:6]([CH2:9][OH:10])[C:5]([CH:11]([O:19]C(=O)C)[C:12]2[CH:17]=[CH:16][C:15]([Cl:18])=[CH:14][CH:13]=2)=[CH:4][N:3]=1.[C:23]1([CH3:33])[CH:28]=[CH:27][C:26]([S:29](Cl)(=[O:31])=[O:30])=[CH:25][CH:24]=1.N1C=CC=CC=1>C(Cl)Cl>[CH3:1][C:2]1[C:7]([OH:8])=[C:6]([CH2:9][O:10][S:29]([C:26]2[CH:27]=[CH:28][C:23]([CH3:33])=[CH:24][CH:25]=2)(=[O:31])=[O:30])[C:5]([CH:11]([OH:19])[C:12]2[CH:13]=[CH:14][C:15]([Cl:18])=[CH:16][CH:17]=2)=[CH:4][N:3]=1. Procedure details: 0.24 g (0.66 mmole) of (+)-2-methyl-3-hydroxy-4- hydroxymethyl-5-[4-chloro-α-acetoxybenzyl]pyridine are poured into a 25 ml round bottomed flask and dissolved in 10 ml of methylene chloride. 190 mg (1 mmole) of p-toluene sulphonyl chloride and 75 mg (1 mmole) of pyridine are then added. The reaction mixture is stirred at room temperature for 18 hours the solvent is then removed under reduced pressure. 5 ml of methanolic ammonia are added and the mixture is stirred at room temperature for 2 hours...